This data is from the Open Reaction Database (ORD), a public repository of structured organic reaction records. The task is: describe an organic reaction: reactants, conditions, products, and yield Reactants: ClC1=C(C=CC=C1)CC(C(=O)OCC)C#N (ethyl 3-(2-chlorophenyl)-2-cyanopropanoate), O.NN (hydrazine monohydrate). Run in C(C)O (ethanol), C(C)(=O)O (acetic acid). Reaction conditions: temperature 100 celsius, time 8 hour. Yields the product NC1=C(C(NN1)=O)CC1=C(C=CC=C1)Cl (5-amino-4-[(2-chlorophenyl)methyl]-1,2-dihydro-3H-pyrazol-3-one). Reaction SMILES: [Cl:1][C:2]1[CH:7]=[CH:6][CH:5]=[CH:4][C:3]=1[CH2:8][CH:9]([C:15]#[N:16])[C:10](OCC)=O.[OH2:17].[NH2:18][NH2:19]>C(O)C.C(O)(=O)C>[NH2:16][C:15]1[NH:19][NH:18][C:10](=[O:17])[C:9]=1[CH2:8][C:3]1[CH:4]=[CH:5][CH:6]=[CH:7][C:2]=1[Cl:1] |f:1.2|. Reported procedure: To a solution of ethyl 3-(2-chlorophenyl)-2-cyanopropanoate (2.37 g, 10 mmol) in ethanol (20 mL) and acetic acid (20 mL) under nitrogen was added hydrazine monohydrate (2.5 g, 49.9 mmol). The reaction mixture was heated and stirred at 100° C. overnight. Reaction mixture was concentrated. Oily residue was dissolved with ethyl acetate (60 mL) and 5% HCl solution (15 mL). Two layers were separated. Organic layer was washed with brine (15 mL), dried and concentrated to give product. It was used in n...